The task is: describe an organic reaction: reactants, conditions, products, and yield. This data is from the Open Reaction Database (ORD), a public repository of structured organic reaction records. Reactants: CC(C)(C)[Si](O[C@H]1CC[C@@]2([C@H]3CC[C@@]4([C@H](CC[C@H]4[C@@H]3CC=C2C1)C(C)=O)C)C)(C)C (1-((3S,8S,9S,10R,13S,14S,17S)-2,3,4,7,8,9,10,11,12,13,14,15,16,17-tetradecahydro-3-[(1,1-dimethylethyl)dimethylsilyloxy]-10,13-dimethyl-1H-cyclopenta[α]phenanthren-17-yl)ethanone), ICCI (1,2-diiodoethane), BrCCCCC(C)C (1-bromo-5-methylhexane), [Sm] (samarium), CN(P(=O)(N(C)C)N(C)C)C (hexamethylphosphoramide). The solvent is O1CCCC1 (THF), O1CCCC1 (THF), O1CCCC1 (tetrahydrofuran), O1CCCC1 (THF). Run at time 30 minute. Yields the product CC(C)(C)[Si](O[C@H]1CC[C@@]2([C@H]3CC[C@@]4([C@H](CC[C@H]4[C@@H]3CC=C2C1)[C@](C)(CCCCC(C)C)O)C)C)(C)C ((3S,8S,9S,10R,13S,14S,17S)-2,3,4,7,8,9,10,11,12,13,14,15,16,17-tetradecahydro-3-[(1,1-dimethylethyl)dimethylsilyloxy]-17-((S)-2-hydroxy-7-methyloctan-2-yl) -10,13-dimethyl-1H-cyclopenta[α]phenanthrene). Isolated yield 51.7%. As a reaction SMILES: [Sm].ICCI.CN(C)P(N(C)C)(N(C)C)=O.[CH3:17][C:18]([Si:21]([CH3:46])([CH3:45])[O:22][C@@H:23]1[CH2:39][C:38]2[C@@:26]([CH3:44])([C@@H:27]3[C@@H:35]([CH2:36][CH:37]=2)[C@H:34]2[C@@:30]([CH3:43])([C@@H:31]([C:40](=[O:42])[CH3:41])[CH2:32][CH2:33]2)[CH2:29][CH2:28]3)[CH2:25][CH2:24]1)([CH3:20])[CH3:19].Br[CH2:48][CH2:49][CH2:50][CH2:51][CH:52]([CH3:54])[CH3:53]>O1CCCC1>[CH3:20][C:18]([Si:21]([CH3:46])([CH3:45])[O:22][C@@H:23]1[CH2:39][C:38]2[C@@:26]([CH3:44])([C@@H:27]3[C@@H:35]([CH2:36][CH:37]=2)[C@H:34]2[C@@:30]([CH3:43])([C@@H:31]([C@@:40]([OH:42])([CH2:48][CH2:49][CH2:50][CH2:51][CH:52]([CH3:54])[CH3:53])[CH3:41])[CH2:32][CH2:33]2)[CH2:29][CH2:28]3)[CH2:25][CH2:24]1)([CH3:17])[CH3:19]. Procedure: To a stirred suspension of samarium metal (758 mg, 5.0 mmol) and 3 Å molecular sieves (0.5 g) in anhydrous tetrahydrofuran (THF, 9.5 mL) was slowly added a solution of 1,2-diiodoethane (1.3 g, 4.6 mmol) in THF (9.5 mL) at ambient temperature. After the reaction stirred for 30 min, hexamethylphosphoramide (HPMA, 3.0 mL, 17.2 mmol) was added to the reaction mixture and continued stirring for an additional 20 min. Then, a solution of ketone 1 (500.0 mg, 1.16 mmol) in THF (6.0 mL) was added followed... As a reaction SMILES: O1C[C@@H]1C[N:5]1C(=O)C2[C:7](=[CH:8]C=CC=2)[C:6]1=O.[NH2:16][C:17]1[CH:22]=[CH:21][C:20]([N:23]2[CH2:28][CH2:27][O:26][CH2:25][C:24]2=[O:29])=[CH:19][CH:18]=1.[CH2:30]([OH:32])C.[OH2:33]>>[NH2:5][CH2:6][C@@H:7]1[O:33][C:30](=[O:32])[N:16]([C:17]2[CH:18]=[CH:19][C:20]([N:23]3[CH2:28][CH2:27][O:26][CH2:25][C:24]3=[O:29])=[CH:21][CH:22]=2)[CH2:8]1 |f:2.3|. Procedure details: A suspension of 2-[(2S)-2-oxiranylmethyl]-1H-isoindole-1,3(2H)-dione (A. Gutcait et al. Tetrahedron Asym. 1996, 7, 1641) (5.68 g, 27.9 mmol) and 4-(4-aminophenyl)-3-morpholinone (5.37 g, 27.9 mmol) in ethanol/water (9:1, 140 ml) is heated under reflux for 14 hours (the precipitate dissolves; after some time, another precipitate is formed). The precipitate (desired product) is filtered off, washed three times with diethyl ether and dried. The combined mother liquors are concentrated under reduced... The reactants are O1[C@H](C1)CN1C(C2=CC=CC=C2C1=O)=O (2-[(2S)-2-oxiranylmethyl]-1H-isoindole-1,3(2H)-dione), C(C)O.O (ethanol water), NC1=CC=C(C=C1)N1C(COCC1)=O (4-(4-aminophenyl)-3-morpholinone), C(C)O.O (ethanol water), O1[C@H](C1)CN1C(C2=CC=CC=C2C1=O)=O (2-[(2S)-2-oxiranylmethyl]-1H-isoindole-1,3-(2H)-dione). Yields the product NC[C@H]1CN(C(O1)=O)C1=CC=C(C=C1)N1C(COCC1)=O (4-{4-[(5S)-5-(Aminomethyl)-2-oxo-1,3-oxazolidin-3-yl]phenyl}-3-morpholinone).